Dataset: the Open Reaction Database (ORD), a public repository of structured organic reaction records. Task: describe an organic reaction: reactants, conditions, products, and yield The reactants are [Li]C (MeLi), ClC=1C=C(C=CC1)C1=CC(N(C2=CC=C(C=C12)C(C1=CC=C(C=O)C=C1)(C1=CN=CN1C)O)C)=O ((±)-4-[[4-(3-chlorophenyl)-1,2-dihydro-1-methyl-2-oxo-6-quinolinyl]hydroxy(1-methyl-1H-imidazol-5-yl)methyl]benzaldehyde), O (H2O). Solvent: C1CCOC1 (THF). Reaction conditions: temperature -70 celsius, time 2 hour. Yields the product ClC=1C=C(C=CC1)C1=CC(N(C2=CC=C(C=C12)C(C1=CN=CN1C)(C1=CC=C(C=C1)C(C)O)O)C)=O ((±)-4-(3-chlorophenyl)-6-[hydroxy[4-(1-hydroxyethyl)phenyl](1-methyl-1H-imidazol-5-yl)methyl]-1-methyl-2(1H)-quinolinone). Isolated yield 60.0%. As a reaction SMILES: [Li][CH3:2].[Cl:3][C:4]1[CH:5]=[C:6]([C:10]2[C:19]3[C:14](=[CH:15][CH:16]=[C:17]([C:20]([OH:35])([C:29]4[N:33]([CH3:34])[CH:32]=[N:31][CH:30]=4)[C:21]4[CH:28]=[CH:27][C:24]([CH:25]=[O:26])=[CH:23][CH:22]=4)[CH:18]=3)[N:13]([CH3:36])[C:12](=[O:37])[CH:11]=2)[CH:7]=[CH:8][CH:9]=1.O>C1COCC1>[Cl:3][C:4]1[CH:5]=[C:6]([C:10]2[C:19]3[C:14](=[CH:15][CH:16]=[C:17]([C:20]([OH:35])([C:21]4[CH:28]=[CH:27][C:24]([CH:25]([OH:26])[CH3:2])=[CH:23][CH:22]=4)[C:29]4[N:33]([CH3:34])[CH:32]=[N:31][CH:30]=4)[CH:18]=3)[N:13]([CH3:36])[C:12](=[O:37])[CH:11]=2)[CH:7]=[CH:8][CH:9]=1. Procedure: MeLi (0.00258 mol) was added dropwise at −70° C. to a solution of (±)-4-[[4-(3-chlorophenyl)-1,2-dihydro-1-methyl-2-oxo-6-quinolinyl]hydroxy(1-methyl-1H-imidazol-5yl)methyl]benzaldehyde (described in Example B6) (0.001 mol) in THF (5 ml) under N2 flow. The mixture was stirred at −70° C. for 2 hours. H2O was added. The mixture was extracted with EtOAc. The organic layer was separated, dried (MgSO4), filtered, and the solvent was evaporated. The residue (0.9 g) was purified by column chromatograph... Reactants: C(C)(C)C=1C=C2C=CC=NC2=CC1 (6-isopropylquinoline), ClC1=CC(=CC=C1)C(=O)OO (m-chloroperbenzoic acid), C(O)([O-])=O.[Na+] (sodium hydrogen carbonate). Solvent: C(Cl)(Cl)Cl (chloroform). Reaction conditions: time 8 hour. Yields the product C(C)(C)C=1C=C2C=CC=[N+](C2=CC1)[O-] (6-isopropylquinoline N-oxide). Reaction SMILES: [CH:1]([C:4]1[CH:5]=[C:6]2[C:11](=[CH:12][CH:13]=1)[N:10]=[CH:9][CH:8]=[CH:7]2)([CH3:3])[CH3:2].ClC1C=CC=C(C(OO)=[O:22])C=1.C(=O)([O-])O.[Na+]>C(Cl)(Cl)Cl>[CH:1]([C:4]1[CH:5]=[C:6]2[C:11](=[CH:12][CH:13]=1)[N+:10]([O-:22])=[CH:9][CH:8]=[CH:7]2)([CH3:3])[CH3:2] |f:2.3|. Procedure details: To 40 mL of a chloroform solution containing 2.0 g of 6-isopropylquinoline, 2.9 g of m-chloroperbenzoic acid was added, and the mixture was stirred at room temperature overnight. Thereto was added an aqueous saturated sodium hydrogen carbonate solution, the organic layer was separated, and the aqueous layer was extracted with chloroform. The organic layer and the extract were combined, and the resultant solution was washed with an aqueous saturated sodium chloride solution and dried over anhydro... The reactants are C(#N)C1=CC=C(C=C1)NC=1C=NC=NC1 (5-[N-(4-cyanophenyl)amino]pyrimidine), FC1=C(CBr)C=C(C(=C1)F)F (2,4,5-trifluorobenzyl bromide). Product: FC1=C(CN(C2=CC=C(C=C2)C#N)C=2C=NC=NC2)C=C(C(=C1)F)F (5-[N-(2,4,5-Trifluorobenzyl)-N-(4-cyanophenyl)amino]pyrimidine). As a reaction SMILES: [C:1]([C:3]1[CH:8]=[CH:7][C:6]([NH:9][C:10]2[CH:11]=[N:12][CH:13]=[N:14][CH:15]=2)=[CH:5][CH:4]=1)#[N:2].[F:16][C:17]1[CH:24]=[C:23]([F:25])[C:22]([F:26])=[CH:21][C:18]=1[CH2:19]Br>>[F:16][C:17]1[CH:24]=[C:23]([F:25])[C:22]([F:26])=[CH:21][C:18]=1[CH2:19][N:9]([C:10]1[CH:15]=[N:14][CH:13]=[N:12][CH:11]=1)[C:6]1[CH:7]=[CH:8][C:3]([C:1]#[N:2])=[CH:4][CH:5]=1. Reported procedure: Starting compounds: 5-[N-(4-cyanophenyl)amino]pyrimidine and 2,4,5-trifluorobenzyl bromide Run at time 12 hour. Solvent: CN(C=O)C (N,N-dimethylformamide). Yield: 77.4%. The reactants are O (water), CI (methyl iodide), C([O-])([O-])=O.[K+].[K+] (potassium carbonate), C(C#CC)N1C(NC2=NC(=NC(=C12)Cl)Cl)=O (7-(2-Butynyl)-2,6-dichloro-7,9-dihydropurin-8-one). Yields the product C(C#CC)N1C(N(C2=NC(=NC(=C12)Cl)Cl)C)=O (7-(2-Butynyl)-2,6-dichloro-9-methyl-7,9-dihydropurin-8-one). RXN SMILES: [CH2:1]([N:5]1[C:13]2[C:8](=[N:9][C:10]([Cl:15])=[N:11][C:12]=2[Cl:14])[NH:7][C:6]1=[O:16])[C:2]#[C:3][CH3:4].CI.[C:19](=O)([O-])[O-].[K+].[K+].O>CN(C)C=O>[CH2:1]([N:5]1[C:13]2[C:8](=[N:9][C:10]([Cl:15])=[N:11][C:12]=2[Cl:14])[N:7]([CH3:19])[C:6]1=[O:16])[C:2]#[C:3][CH3:4] |f:2.3.4|. Reported procedure: 7-(2-Butynyl)-2,6-dichloro-7,9-dihydropurin-8-one (435 mg) was dissolved in N,N-dimethylformamide (10 mL), and then methyl iodide (158 μL) and anhydrous potassium carbonate (468 mg) were added to the solution. This reaction solution was stirred at room temperature for 12 hours, and then water (50 mL) was added. After stirring at room temperature for one hour, a white precipitate was collected by filtration. The white solid obtained was washed with water and t-butyl methyl ether to give the title... Reactants: FC(C=1C=C(C=C(C1)C(F)(F)F)Cl)(F)F (3,5-bis(trifluoromethyl)chlorobenzene), C1(CCCCC1)C(C1CCCCC1)N (dicyclohexylmethylamine), C(C=C)(=O)OC (methyl acrylate), C1(=CC=CC=C1)P(C(C)(C)C)C(C)(C)C (phenyldi(t-butyl)phosphine). Reagents/catalysts: C(C)(=O)[O-].[Pd+2].C(C)(=O)[O-] (palladium acetate). Run in CC(=O)N(C)C (dimethylacetamide), O (water). Reaction conditions: time 4 hour. Yields the product FC(C=1C=C(C=CC(=O)OC)C=C(C1)C(F)(F)F)(F)F (methyl 3,5-bis(trifluoromethyl)cinnamate). Reaction SMILES: [C:1]([O:5][CH3:6])(=[O:4])[CH:2]=[CH2:3].C1(P(C(C)(C)C)C(C)(C)C)C=CC=CC=1.[F:22][C:23]([F:36])([F:35])[C:24]1[CH:25]=[C:26](Cl)[CH:27]=[C:28]([C:30]([F:33])([F:32])[F:31])[CH:29]=1.C1(C(N)C2CCCCC2)CCCCC1>C([O-])(=O)C.[Pd+2].C([O-])(=O)C.O.CC(N(C)C)=O>[F:22][C:23]([F:35])([F:36])[C:24]1[CH:25]=[C:26]([CH:27]=[C:28]([C:30]([F:31])([F:32])[F:33])[CH:29]=1)[CH:3]=[CH:2][C:1]([O:5][CH3:6])=[O:4] |f:4.5.6|. Procedure: 0.619 g (7.2 mmol) of methyl acrylate, 38.7 mg (120 μmol) of NBu4Br, 6.7 mg (30 μmol) of palladium acetate and 26.7 mg (120 μmol) of phenyldi(t-butyl)phosphine are weighed into a Schlenk vessel. 1.49 g (6 mmol) of 3,5-bis(trifluoromethyl)chlorobenzene and 1.53 ml (7.2 mmol) of dicyclohexylmethylamine and also 3.5 ml of dimethylacetamide are then added. The Schlenk vessel is placed in a heating bath at 130° C. and the contents are stirred. After 4 hours, the contents are poured into 30 ml of wate...